Dataset: the Open Reaction Database (ORD), a public repository of structured organic reaction records. Task: describe an organic reaction: reactants, conditions, products, and yield The reactants are N1C(N)=NC=2N=CNC2C1=O (Guanine), C(C)(=O)OC(C)=O (acetic anhydride), C(C)(=O)O (acetic acid), ( 3 ). Product: C(C)(=O)N(C=1NC(C=2NC=NC2N1)=O)C(C)=O (diacetyl guanine). The yield is 95.0%. RXN SMILES: [NH:1]1[C:10](=[O:11])[C:9]2[NH:8][CH:7]=[N:6][C:5]=2[N:4]=[C:2]1[NH2:3].[C:12]([OH:15])(=O)[CH3:13].[C:16](OC(=O)C)(=[O:18])[CH3:17]>>[C:16]([N:3]([C:12](=[O:15])[CH3:13])[C:2]1[NH:1][C:10](=[O:11])[C:9]2[NH:8][CH:7]=[N:6][C:5]=2[N:4]=1)(=[O:18])[CH3:17]. Procedure details: Guanine has also been acetylated in acetic anhydride and acetic acid to give different products depending on the workup conditions. H. Matsumoto. et al. Chem.Pharm.Bull. 1988, 36 (3), 1153. For example, after the reaction mixture becomes an almost clear solution, if solvents are removed by distillation, only diacetyl guanine is obtained in 95% yield. However, the addition of water at 60° C. followed by stirring at room temperature overnight produces N2 -acetylguanine in 94.4% yield. If the react... Starting materials: O=C1N(c2ccc(C(O)C(F)(F)F)cc2)CCC12CCNCC2, O=S(=O)(Cl)c1ccccc1OC(F)(F)F, c1ccncc1. Product: O=C1N(c2ccc(C(O)C(F)(F)F)cc2)CCC12CCN(S(=O)(=O)c1ccccc1OC(F)(F)F)CC2. Reaction SMILES: [F:1][C:2]([CH:3]([OH:4])[c:5]1[cH:6][cH:7][c:8]([N:11]2[C:12](=[O:21])[C:13]3([CH2:14][CH2:15]2)[CH2:16][CH2:17][NH:18][CH2:19][CH2:20]3)[cH:9][cH:10]1)([F:22])[F:23].[F:24][C:25]([O:26][c:27]1[c:28]([S:33](=[O:34])(=[O:35])[Cl:36])[cH:29][cH:30][cH:31][cH:32]1)([F:37])[F:38].[cH:39]1[cH:40][cH:41][n:42][cH:43][cH:44]1>>[F:1][C:2]([CH:3]([OH:4])[c:5]1[cH:6][cH:7][c:8]([N:11]2[C:12](=[O:21])[C:13]3([CH2:14][CH2:15]2)[CH2:16][CH2:17][N:18]([S:33]([c:28]2[c:27]([O:26][C:25]([F:24])([F:37])[F:38])[cH:32][cH:31][cH:30][cH:29]2)(=[O:34])=[O:35])[CH2:19][CH2:20]3)[cH:9][cH:10]1)([F:22])[F:23]. Reactants: C(C1=CC=CC=C1)OC1=C(C(=O)NC2=C(C(=O)OC(C)(C)C)C=CC(=C2)C2=C(C=CC=C2)OC)C=C(C=C1)C=1C=NC=CC1 (tert-butyl 2-(2-(benzyloxy)-5-(pyridin-3-yl)benzamido)-4-(2-methoxyphenyl)benzoate), O1CCCC1 (Tetrahydrofuran). The reagents and catalysts are [C].[Pd] (palladium-carbon), [C].[Pd] (palladium-carbon). Solvent: C(C)(=O)OCC (ethyl acetate), CO (methanol). Reaction conditions: time 2 hour. Yields the product OC1=C(C(=O)NC2=C(C(=O)OC(C)(C)C)C=CC(=C2)C2=C(C=CC=C2)OC)C=C(C=C1)C=1C=NC=CC1 (tert-butyl 2-(2-hydroxy-5-(pyridin-3-yl)benzamido)-4-(2-methoxyphenyl)benzoate). RXN SMILES: C([O:8][C:9]1[CH:38]=[CH:37][C:36]([C:39]2[CH:40]=[N:41][CH:42]=[CH:43][CH:44]=2)=[CH:35][C:10]=1[C:11]([NH:13][C:14]1[CH:26]=[C:25]([C:27]2[CH:32]=[CH:31][CH:30]=[CH:29][C:28]=2[O:33][CH3:34])[CH:24]=[CH:23][C:15]=1[C:16]([O:18][C:19]([CH3:22])([CH3:21])[CH3:20])=[O:17])=[O:12])C1C=CC=CC=1.O1CCCC1>C(OCC)(=O)C.CO.[C].[Pd]>[OH:8][C:9]1[CH:38]=[CH:37][C:36]([C:39]2[CH:40]=[N:41][CH:42]=[CH:43][CH:44]=2)=[CH:35][C:10]=1[C:11]([NH:13][C:14]1[CH:26]=[C:25]([C:27]2[CH:32]=[CH:31][CH:30]=[CH:29][C:28]=2[O:33][CH3:34])[CH:24]=[CH:23][C:15]=1[C:16]([O:18][C:19]([CH3:21])([CH3:20])[CH3:22])=[O:17])=[O:12] |f:4.5|. Procedure details: To a solution mixture of the obtained tert-butyl 2-(2-(benzyloxy)-5-(pyridin-3-yl)benzamido)-4-(2-methoxyphenyl)benzoate (0.19 g) in ethyl acetate (5.0 mL) and methanol (5.0 mL), 10% palladium-carbon (39 mg) was added, followed by stirring under a hydrogen atmosphere at room temperature for 2 hours. To the reaction mixture, 10% palladium-carbon (39 mg) was added, followed by stirring under a hydrogen atmosphere at room temperature for 2 hours and 30 minutes. Tetrahydrofuran was added to the reac... The reactants are ClC=1C(=CC(=C(C1)CC1C(NC(N1)=O)=O)[N+](=O)[O-])C (5-[(5-Chloro-4-methyl-2-nitrophenyl)methyl]-2,4-imidazolidinedione), [H][H] (hydrogen). Reagents/catalysts: [Pt] (platinum on carbon). Run in CN(C=O)C (dimethylformamide). The product is ClC1=CC=2C=C3C(=NC2C=C1C)NC(N3)=O (1,3-dihydro-7-chloro-6-methyl-2Himidazo[4,5-b]quinolin-2-one). Isolated yield 85.6%. RXN SMILES: [Cl:1][C:2]1[C:3]([CH3:19])=[CH:4][C:5]([N+:16]([O-])=O)=[C:6]([CH2:8][CH:9]2[NH:13][C:12](=[O:14])[NH:11][C:10]2=O)[CH:7]=1.[H][H]>CN(C)C=O.[Pt]>[Cl:1][C:2]1[C:3]([CH3:19])=[CH:4][C:5]2[N:16]=[C:10]3[NH:11][C:12](=[O:14])[NH:13][C:9]3=[CH:8][C:6]=2[CH:7]=1. Procedure: 5-[(5-Chloro-4-methyl-2-nitrophenyl)methyl]-2,4-imidazolidinedione (2 g, 7 mmol) in dimethylformamide (30 mL) was hydrogenated over 5% platinum on carbon (0.4 g) at 55 psi until hydrogen uptake ceased. The mixture was heated on a steam bath for two hours, concentrated in vacuo and the residue treated with hot (90° C.) dimethyl sulfoxide. Filtration through infusorial earth and evaporation of the solvent afforded a solid which was washed with ether and suspended in boiling methanol. Filtration ga... The reactants are N1=CC(=CC=C1)CNC(=O)C1=C(N=C(S1)C=1NN=CC1)C (4-methyl-2-(2H-pyrazol-3-yl)-thiazole-5-carboxylic acid (pyridin-3-ylmethyl)-amide), BrCC1=C(C=C(C=C1)Cl)F (1-bromomethyl-4-chloro-2-fluoro-benzene). Yields the product N1=CC(=CC=C1)CNC(=O)C1=C(N=C(S1)C1=NN(C=C1)CC1=C(C=C(C=C1)Cl)F)C (2-[1-(4-chloro-2-fluoro-benzyl)-1H-pyrazol-3-yl]-4-methyl-thiazole-5-carboxylic acid (pyridin-3-ylmethyl)amide). Yield: 51.0%. RXN SMILES: [N:1]1[CH:6]=[CH:5][CH:4]=[C:3]([CH2:7][NH:8][C:9]([C:11]2[S:15][C:14]([C:16]3[NH:17][N:18]=[CH:19][CH:20]=3)=[N:13][C:12]=2[CH3:21])=[O:10])[CH:2]=1.Br[CH2:23][C:24]1[CH:29]=[CH:28][C:27]([Cl:30])=[CH:26][C:25]=1[F:31]>>[N:1]1[CH:6]=[CH:5][CH:4]=[C:3]([CH2:7][NH:8][C:9]([C:11]2[S:15][C:14]([C:16]3[CH:20]=[CH:19][N:18]([CH2:23][C:24]4[CH:29]=[CH:28][C:27]([Cl:30])=[CH:26][C:25]=4[F:31])[N:17]=3)=[N:13][C:12]=2[CH3:21])=[O:10])[CH:2]=1. Procedure details: The title compound was prepared from 4-methyl-2-(2H-pyrazol-3-yl)-thiazole-5-carboxylic acid (pyridin-3-ylmethyl)-amide and 1-bromomethyl-4-chloro-2-fluoro-benzene as described in Example 49 and isolated as a white solid (0.075 g; 51% yield). 1H NMR (400 MHz, CDCl3) δ 8.61 (s, 1H), 8.56-8.58 (m, 1H), 7.71 (d, J=8 Hz, 1H), 7.46 (d, J=4 Hz, 1H), 7.26-7.31 (m, 1H), 7.10-7.17 (m, 3H), 6.85 (s, 1H), 6.07-6.15 (m, 1H), 5.36 (s, 2H), 4.62 (d, J=8 Hz, 2H), 2.75 (s, 3H). MS (M+H)+=442.1; Rt=1.35 min; HRM...